From a dataset of the Open Reaction Database (ORD), a public repository of structured organic reaction records. describe an organic reaction: reactants, conditions, products, and yield The reactants are O=C(Cl)c1ccccc1, ClCCl, Fc1cc2nc(COc3ccccc3)n(Cc3ccc(OC(F)(F)F)cc3)c2cc1N1CCNCC1. Yields the product O=C(c1ccccc1)N1CCN(c2cc3c(cc2F)nc(COc2ccccc2)n3Cc2ccc(OC(F)(F)F)cc2)CC1. As a reaction SMILES: [C:37]([c:38]1[cH:39][cH:40][cH:41][cH:42][cH:43]1)(=[O:44])[Cl:45].[Cl:46][CH2:47][Cl:48].[F:1][c:2]1[cH:3][c:4]2[c:5]([n:6]([CH2:17][c:18]3[cH:19][cH:20][c:21]([O:24][C:25]([F:26])([F:27])[F:28])[cH:22][cH:23]3)[c:7]([CH2:9][O:10][c:11]3[cH:12][cH:13][cH:14][cH:15][cH:16]3)[n:8]2)[cH:29][c:30]1[N:31]1[CH2:32][CH2:33][NH:34][CH2:35][CH2:36]1>>[F:1][c:2]1[cH:3][c:4]2[c:5]([n:6]([CH2:17][c:18]3[cH:19][cH:20][c:21]([O:24][C:25]([F:26])([F:27])[F:28])[cH:22][cH:23]3)[c:7]([CH2:9][O:10][c:11]3[cH:12][cH:13][cH:14][cH:15][cH:16]3)[n:8]2)[cH:29][c:30]1[N:31]1[CH2:32][CH2:33][N:34]([C:37]([c:38]2[cH:39][cH:40][cH:41][cH:42][cH:43]2)=[O:44])[CH2:35][CH2:36]1. Starting materials: O=C([O-])[O-], CCI, [K+], [K+], Nc1ccc(F)cc1, CN(C)C=O, O. Yields the product CCNc1ccc(F)cc1. As a reaction SMILES: [C:12](=[O:13])([O-:14])[O-:15].[I:1][CH2:2][CH3:3].[K+:16].[K+:17].[NH2:4][c:5]1[cH:6][cH:7][c:8]([F:9])[cH:10][cH:11]1.[O:19]=[CH:20][N:21]([CH3:22])[CH3:23].[OH2:18]>>[CH2:2]([CH3:3])[NH:4][c:5]1[cH:6][cH:7][c:8]([F:9])[cH:10][cH:11]1. Reactants: C(C)(C)(C)OC(C1=C(C=C(C=C1)C1=NOC(C1)(C(F)(F)F)C1=CC(=C(C(=C1)Cl)C#N)Cl)C)=O (4-[5-(3,5-Dichloro-4-cyano-phenyl)-5-trifluoromethyl-4,5-dihydro-isoxazol-3-yl]-2-methyl-benzoic acid tert-butyl ester), FC(F)(F)CC(=O)O (trifluoromethyl acetic acid), C(C)(=O)OCC (Ethyl acetate). Solvent: ClCCl (dichloromethane). Run at time 20 hour. The product is ClC=1C=C(C=C(C1C#N)Cl)C1(CC(=NO1)C1=CC(=C(C(=O)O)C=C1)C)C(F)(F)F (4-[5-(3,5-Dichloro-4-cyano-phenyl)-5-trifluoromethyl-4,5-dihydro-isoxazol-3-yl]-2-methyl-benzoic acid). RXN SMILES: C([O:5][C:6](=[O:33])[C:7]1[CH:12]=[CH:11][C:10]([C:13]2[CH2:17][C:16]([C:22]3[CH:27]=[C:26]([Cl:28])[C:25]([C:29]#[N:30])=[C:24]([Cl:31])[CH:23]=3)([C:18]([F:21])([F:20])[F:19])[O:15][N:14]=2)=[CH:9][C:8]=1[CH3:32])(C)(C)C.FC(CC(O)=O)(F)F.C(OCC)(=O)C>ClCCl>[Cl:31][C:24]1[CH:23]=[C:22]([C:16]2([C:18]([F:21])([F:19])[F:20])[O:15][N:14]=[C:13]([C:10]3[CH:11]=[CH:12][C:7]([C:6]([OH:33])=[O:5])=[C:8]([CH3:32])[CH:9]=3)[CH2:17]2)[CH:27]=[C:26]([Cl:28])[C:25]=1[C:29]#[N:30]. Procedure details: To a solution of 4-[5-(3,5-Dichloro-4-cyano-phenyl)-5-trifluoromethyl-4,5-dihydro-isoxazol-3-yl]-2-methyl-benzoic acid tert-butyl ester (763 mg) in dichloromethane (9 ml) was added trifluoromethyl acetic acid (“TFA”) (0.9 ml). The reaction mixture was stirred at ambient temperature for 20 hours. Ethyl acetate was added and the mixture was washed with water, dried over sodium sulfate and concentrated to give 4-[5-(3,5-Dichloro-4-cyano-phenyl)-5-trifluoromethyl-4,5-dihydro-isoxazol-3-yl]-2-methyl-... The reactants are CCO, CSc1ccc(-c2ccccc2)c(N=C=S)c1, N. Product: CSc1ccc(-c2ccccc2)c(NC(N)=S)c1. RXN SMILES: [CH3:19][CH2:20][OH:21].[CH3:1][S:2][c:3]1[cH:4][c:5]([N:15]=[C:16]=[S:17])[c:6](-[c:9]2[cH:10][cH:11][cH:12][cH:13][cH:14]2)[cH:7][cH:8]1.[NH3:18]>>[CH3:1][S:2][c:3]1[cH:4][c:5]([NH:15][C:16](=[S:17])[NH2:18])[c:6](-[c:9]2[cH:10][cH:11][cH:12][cH:13][cH:14]2)[cH:7][cH:8]1.